From a dataset of the Open Reaction Database (ORD), a public repository of structured organic reaction records. describe an organic reaction: reactants, conditions, products, and yield Yields the product COC(=O)c1ccc(Br)cc1NC(=O)OC(C)C. Reaction SMILES: [Cl:1][C:2](=[O:3])[O:4][CH:5]([CH3:6])[CH3:7].[Cl:27][CH2:28][Cl:29].[NH2:8][c:9]1[c:10]([C:11](=[O:12])[O:13][CH3:14])[cH:15][cH:16][c:17]([Br:19])[cH:18]1.[OH2:26].[cH:20]1[cH:21][cH:22][n:23][cH:24][cH:25]1>>[C:2](=[O:3])([O:4][CH:5]([CH3:6])[CH3:7])[NH:8][c:9]1[c:10]([C:11](=[O:12])[O:13][CH3:14])[cH:15][cH:16][c:17]([Br:19])[cH:18]1. Reactants: CC(C)OC(=O)Cl, ClCCl, COC(=O)c1ccc(Br)cc1N, O, c1ccncc1. The reactants are ClC1=CC(=CC=C1)C(=O)OO (3-chloroperbenzoic acid), NC=1SC(=CN1)SC1=NC=CC=C1O (2-amino-5-(3-hydroxypyridin-2-ylthio)thiazole), ClCCl (dichloromethane), CN(C=O)C (N,N-dimethylformamide). Solvent: C(Cl)(Cl)Cl (chloroform), C(Cl)(Cl)Cl (chloroform). The product is NC=1SC(=CN1)S(=O)C1=NC=CC=C1O (2-amino-5-(3-hydroxypyridin-2-ylsulfinyl)thiazole). Isolated yield 12.2%. RXN SMILES: [NH2:1][C:2]1[S:3][C:4]([S:7][C:8]2[C:13]([OH:14])=[CH:12][CH:11]=[CH:10][N:9]=2)=[CH:5][N:6]=1.ClCCl.CN(C)C=[O:21].ClC1C=CC=C(C(OO)=O)C=1>C(Cl)(Cl)Cl>[NH2:1][C:2]1[S:3][C:4]([S:7]([C:8]2[C:13]([OH:14])=[CH:12][CH:11]=[CH:10][N:9]=2)=[O:21])=[CH:5][N:6]=1. Procedure details: To a mixture of 2-amino-5-(3-hydroxypyridin-2-ylthio)thiazole (4.6 g) in a mixture of chloroform (100 ml), dichloromethane (200 ml) and N,N-dimethylformamide (50 ml) was added dropwise the solution of 3-chloroperbenzoic acid (4.3 g) in chloroform (50 ml) at 5° C. with stirring. The mixture was stirred at room temperature for 5 hours. The reaction mixture was extracted with aqueous diluted hydrochloric acid and the aqueous layer was washed with ethyl acetate. The aqueous layer was adjusted to pH ... Reactants: C(CCCCCCCCCCCCCCCCC)(=O)N[C@H]1[C@@H](CCCC1)O ((1R,2R)-2-(N-Stearoylamino)cyclohexanol), CC1(OCC(C(O1)C(=O)NCCC(=O)O)(C)C)C (3-[N-(2,2,5,5-tetramethyl-1,3-dioxane-4-carbonyl)amino]propionic acid). Yields the product CC1(OCC(C(O1)C(=O)NCCC(=O)O[C@H]1[C@@H](CCCC1)NC(CCCCCCCCCCCCCCCCC)=O)(C)C)C ((1R,2R)-2-(Stearoylamino)cyclohexane-1-yl 3-[N-(2,2,5,5-tetramethyl-1,3-dioxane-4-carbonyl)amino]propionate). Yield: 45.3%. Reaction SMILES: [C:1]([NH:20][C@@H:21]1[CH2:26][CH2:25][CH2:24][CH2:23][C@H:22]1[OH:27])(=[O:19])[CH2:2][CH2:3][CH2:4][CH2:5][CH2:6][CH2:7][CH2:8][CH2:9][CH2:10][CH2:11][CH2:12][CH2:13][CH2:14][CH2:15][CH2:16][CH2:17][CH3:18].[CH3:28][C:29]1([CH3:45])[O:34][CH:33]([C:35]([NH:37][CH2:38][CH2:39][C:40](O)=[O:41])=[O:36])[C:32]([CH3:44])([CH3:43])[CH2:31][O:30]1>>[CH3:28][C:29]1([CH3:45])[O:34][CH:33]([C:35]([NH:37][CH2:38][CH2:39][C:40]([O:27][C@@H:22]2[CH2:23][CH2:24][CH2:25][CH2:26][C@H:21]2[NH:20][C:1](=[O:19])[CH2:2][CH2:3][CH2:4][CH2:5][CH2:6][CH2:7][CH2:8][CH2:9][CH2:10][CH2:11][CH2:12][CH2:13][CH2:14][CH2:15][CH2:16][CH2:17][CH3:18])=[O:41])=[O:36])[C:32]([CH3:44])([CH3:43])[CH2:31][O:30]1. Procedure details: (1R,2R)-2-(N-Stearoylamino)cyclohexanol (3.81 g) and 2.59 g of 3-[N-(2,2,5,5-tetramethyl-1,3-dioxane-4-carbonyl)amino]propionic acid were reacted in the same manner as in Example 15 to obtain 2.82 g of the title compound (yield: 45%) Product: C(C)(C)(C)OC(CN(C1CCCC1)C(C1=C(C=CC=C1)C(C)=O)=S)=O (N-(2-acetylthiobenzoyl)-N-cyclopentylglycine t-butyl ester). The solvent is C(Cl)Cl (methylene chloride), C(Cl)Cl (methylene chloride). Reaction conditions: time 8 hour. As a reaction SMILES: [C:1]([C:4]1[CH:12]=[CH:11][CH:10]=[CH:9][C:5]=1[C:6](O)=[S:7])(=[O:3])[CH3:2].[C:13]([O:17][C:18](=[O:26])[CH2:19][NH:20][CH:21]1[CH2:25][CH2:24][CH2:23][CH2:22]1)([CH3:16])([CH3:15])[CH3:14]>C(Cl)Cl>[C:13]([O:17][C:18](=[O:26])[CH2:19][N:20]([C:6](=[S:7])[C:5]1[CH:9]=[CH:10][CH:11]=[CH:12][C:4]=1[C:1](=[O:3])[CH3:2])[CH:21]1[CH2:22][CH2:23][CH2:24][CH2:25]1)([CH3:16])([CH3:14])[CH3:15]. Procedure details: N,N1 -Dicyclohexylcarbodiimide (15.9 g, 77 mmol) in methylene chloride was added slowly to a mixture of 2-acetylthiobenzoic acid (15.2 g, 77 mmol) and N-cyclopentylglycine t-butyl ester (15.4 g) in methylene chloride maintained at 0°-5°. The mixture was brought to room temperature overnight, filtered, and the filtrate washed successively with dilute hydrochloric acid, saturated sodium bicarbonate and saturated sodium chloride solutions. After drying, the organic portion was concentrated, the res... Reactants: N,N1 -Dicyclohexylcarbodiimide, C(C)(=O)C1=C(C(=S)O)C=CC=C1 (2-acetylthiobenzoic acid), C(C)(C)(C)OC(CNC1CCCC1)=O (N-cyclopentylglycine t-butyl ester). The reactants are BrCCBr (1,2-dibromoethane), glass, CC=1CC2=CC=CC=C2C1 (2-methylindene), CCCCCC (hexane), C(CCC)[Li] (n-butyllithium). Run in O (water), O1CCCC1 (tetrahydrofuran). Reaction conditions: time 1 hour. Yields the product CC=1C(C2=CC=CC=C2C1)C(C)C1C(=CC2=CC=CC=C12)C (bis-(2-methylindenyl)ethane). Reaction SMILES: [CH3:1][C:2]1[CH2:3][C:4]2[C:9]([CH:10]=1)=[CH:8][CH:7]=[CH:6][CH:5]=2.[CH3:11][CH2:12][CH2:13][CH2:14][CH2:15][CH3:16].[CH2:17]([Li])[CH2:18][CH2:19][CH3:20].Br[CH2:23][CH2:24]Br>O1CCCC1.O>[CH3:1][C:2]1[CH:10]([CH:19]([CH:18]2[C:17]3[C:14](=[CH:15][CH:16]=[CH:23][CH:24]=3)[CH:13]=[C:12]2[CH3:11])[CH3:20])[C:9]2[C:4]([CH:3]=1)=[CH:5][CH:6]=[CH:7][CH:8]=2. Reported procedure: In a 500-ml glass reaction vessel, 4.3 g (33 mmol) of 2-methylindene was dissolved in 80 ml of tetrahydrofuran. 21 ml of a 1.6 M hexane solution of n-butyllithium was slowly added dropwise to the reaction vessel while cooling. The mixture was stirred at temperature for one hour, and then cooled again. To this mixture, 3.1 g of 1,2-dibromoethane was slowly added dropwise, and the resulting mixture was stirred at room tmperataure for 12 hours. 50 ml of water was added to the mixture, and the organ... Reaction conditions: time 8 hour. Isolated yield 27.3%. Run in CO (methanol). Product: OC1=C(N(S(C2=C1C=CC=C2)(=O)=O)C)C(=O)NC=2C(C=CC=CC2)=O (4-hydroxy-2-methyl-N-(1-oxo-2,4,6-cycloheptatrien-2-yl)-2H-1,2-benzothiazine-3-carboxamide 1,1-dioxide). Starting materials: [OH-].[Na+] (sodium hydroxide), O=C1C(=CC=CC=C1)NC(=O)C=1N(S(C2=C(C1OC(C=CC1=CC=CC=C1)=O)C=CC=C2)(=O)=O)C (N-(1-oxo-2,4,6-cycloheptatrien-2-yl)-2-methyl-4-cinnamoyloxy-2H-1,2-benzothiazine-3-carboxamide 1,1-dioxide), Cl (hydrochloric acid). Procedure details: To a suspension of N-(1-oxo-2,4,6-cycloheptatrien-2-yl)-2-methyl-4-cinnamoyloxy-2H-1,2-benzothiazine-3-carboxamide 1,1-dioxide (0.5 g) in methanol (50 ml) was added dropwise 1N sodium hydroxide solution (1.5 ml) at room temperature. The mixture was stirred for 8 hours at room temperature and then neutralized with 1N hydrochloric acid. The mixture was evaporated under reduced pressure and the residue was washed with water and dried to give crystals, which were recrystallized from N,N-dimethylform... RXN SMILES: [O:1]=[C:2]1[CH:8]=[CH:7][CH:6]=[CH:5][CH:4]=[C:3]1[NH:9][C:10]([C:12]1[N:13]([CH3:35])[S:14](=[O:34])(=[O:33])[C:15]2[CH:32]=[CH:31][CH:30]=[CH:29][C:16]=2[C:17]=1[O:18]C(=O)C=CC1C=CC=CC=1)=[O:11].[OH-].[Na+].Cl>CO>[OH:18][C:17]1[C:16]2[CH:29]=[CH:30][CH:31]=[CH:32][C:15]=2[S:14](=[O:33])(=[O:34])[N:13]([CH3:35])[C:12]=1[C:10]([NH:9][C:3]1[C:2](=[O:1])[CH:8]=[CH:7][CH:6]=[CH:5][CH:4]=1)=[O:11] |f:1.2|.